From a dataset of the Open Reaction Database (ORD), a public repository of structured organic reaction records. describe an organic reaction: reactants, conditions, products, and yield Reactants: O1C2COCCC21 ((±)3,4-epoxytetrahydropyran), CS(=O)(=O)C1=CC=C(C=C1)SC (1-Methanesulfonyl-4-methylsulfanyl-benzene), [Li]CCCC (nBuLi), B(F)(F)F.CCOCC (BF3 Et2O), [NH4+].[Cl-] (NH4Cl). Run in CCOC(=O)C (EtOAc), C1CCOC1 (THF). Conditions: temperature -78 celsius, time 0.5 hour. Yields the product CSC1=CC=C(C=C1)S(=O)(=O)C[C@H]1[C@@H](COCC1)O ((±)(3S*,4R*)-4-(4-methylsulfanyl-benzenesulfonylmethyl)-tetrahydro-pyran-3-ol). Isolated yield 35.9%. RXN SMILES: [CH3:1][S:2]([C:5]1[CH:10]=[CH:9][C:8]([S:11][CH3:12])=[CH:7][CH:6]=1)(=[O:4])=[O:3].[Li]CCCC.B(F)(F)F.CCOCC.[O:27]1[CH:33]2[CH:28]1[CH2:29][O:30][CH2:31][CH2:32]2.[NH4+].[Cl-]>C1COCC1.CCOC(C)=O>[CH3:12][S:11][C:8]1[CH:9]=[CH:10][C:5]([S:2]([CH2:1][C@@H:33]2[CH2:32][CH2:31][O:30][CH2:29][C@H:28]2[OH:27])(=[O:4])=[O:3])=[CH:6][CH:7]=1 |f:2.3,5.6|. Reported procedure: 1-Methanesulfonyl-4-methylsulfanyl-benzene (4.33 g) was dissolved in THF (50 mL) and cooled to −78° C. prior to the addition of 1.6 M nBuLi (13.4 mL). After 0.5 h, BF3-Et2O (2.7 mL) was added followed (±)3,4-epoxytetrahydropyran (1.2 g) (Tetrahedron 1974, 4013). After an addition 1 h at −78° C., the solution was warmed to 0° C. After 2 h, the solution was cooled to −78° C. and saturated NH4Cl solution (aq) was added. The solution was warmed to rt and EtOAc was added. The organic layer was washed... The reactants are CC(C)(C)OC(=O)N1CCC(C(=O)O)CC1, CN1CCOCC1, CC#N, CC(C)c1ccc(N)cc1, COc1nc(Cl)nc(OC)n1. The product is CC(C)c1ccc(NC(=O)C2CCN(C(=O)OC(C)(C)C)CC2)cc1. RXN SMILES: [C:1]([CH3:2])([CH3:3])([CH3:4])[O:5][C:6](=[O:7])[N:8]1[CH2:9][CH2:10][CH:11]([C:14](=[O:15])[OH:16])[CH2:12][CH2:13]1.[CH3:28][N:29]1[CH2:30][CH2:31][O:32][CH2:33][CH2:34]1.[CH3:45][C:46]#[N:47].[CH:35]([CH3:36])([CH3:37])[c:38]1[cH:39][cH:40][c:41]([NH2:44])[cH:42][cH:43]1.[Cl:17][c:18]1[n:19][c:20]([O:21][CH3:22])[n:23][c:24]([O:25][CH3:26])[n:27]1>>[C:1]([CH3:2])([CH3:3])([CH3:4])[O:5][C:6](=[O:7])[N:8]1[CH2:9][CH2:10][CH:11]([C:14](=[O:16])[NH:44][c:41]2[cH:40][cH:39][c:38]([CH:35]([CH3:36])[CH3:37])[cH:43][cH:42]2)[CH2:12][CH2:13]1. The reactants are NC(C#N)(CN1N=C2C(=N1)C=C(C=C2C(F)(F)F)C(F)(F)F)C (2-amino-3-(4,6-bis(trifluoromethyl)-2H-benzotriazol-2-yl)-2-methylpropionitrile), FC(C1=CC=C(C(=S)Cl)C=C1)(F)F (4-trifluoromethylthiobenzoyl chloride). Product: FC(C1=CC(=CC2=NN(N=C21)CC(C)(C#N)NC(C2=CC=C(C=C2)C(F)(F)F)=S)C(F)(F)F)(F)F (N-[2-(4,6-Bis(trifluoromethyl)-2H-benzotriazol-2-yl)-1-cyano-1-methylethyl]-4-trifluoromethylthiobenzamide), solid. Isolated yield 83.0%. RXN SMILES: [NH2:1][C:2]([CH3:23])([CH2:5][N:6]1[N:10]=[C:9]2[CH:11]=[C:12]([C:19]([F:22])([F:21])[F:20])[CH:13]=[C:14]([C:15]([F:18])([F:17])[F:16])[C:8]2=[N:7]1)[C:3]#[N:4].[F:24][C:25]([F:36])([F:35])[C:26]1[CH:34]=[CH:33][C:29]([C:30](Cl)=[S:31])=[CH:28][CH:27]=1>>[F:18][C:15]([F:16])([F:17])[C:14]1[C:8]2[C:9](=[N:10][N:6]([CH2:5][C:2]([NH:1][C:30](=[S:31])[C:29]3[CH:28]=[CH:27][C:26]([C:25]([F:24])([F:35])[F:36])=[CH:34][CH:33]=3)([C:3]#[N:4])[CH3:23])[N:7]=2)[CH:11]=[C:12]([C:19]([F:21])([F:20])[F:22])[CH:13]=1. Reported procedure: Using a procedure similar to that described in Example 1, except using 2-amino-3-(4,6-bis(trifluoromethyl)-2H-benzotriazol-2-yl)-2-methylpropionitrile, described in Example 23, and 4-trifluoromethylthiobenzoyl chloride, the title compound was isolated as a white solid (0.40 g, 83%). Rf=0.7 (1:1 EA/heptane). MS (ES): M/Z [M+H]=542. 1H NMR: (400 MHz, DMSO-d6): 1.79 (s, 3H), 5.62 (dd, J=60.6, 13.3 Hz, 2H), 7.76-7.97 (m, 4H), 8.13 (s, 1H), 8.92 (s, 1H) and 8.97 (s, 1H). 19F NMR (376 MHz, DMSO-d6): −... The reactants are [Na] (sodium), [O-]CC.[Na+] (sodium ethoxide), C(C)OC(=O)CCN(CC(=O)OCC)C1=CC=C(C=C1)OC (ethyl N-(b-ethoxycarbonylethyl)-N-(4-methoxyphenyl)glycinate), [O-]CC.[Na+] (sodium ethoxide). Run in C(C)O (ethanol), C1=CC=CC=C1 (benzene), C1=CC=CC=C1 (benzene), C1=CC=CC=C1 (benzene). Yields the product COC1=CC=C(C=C1)N1CC(C(C1)C(=O)OCC)=O (1-(4-methoxyphenyl)-4-ethoxycarbonylpyrrolidine-3-one). Yield: 96.2%. As a reaction SMILES: [CH2:1]([O:3][C:4]([CH2:6][CH2:7][N:8]([C:15]1[CH:20]=[CH:19][C:18]([O:21][CH3:22])=[CH:17][CH:16]=1)[CH2:9][C:10](OCC)=[O:11])=[O:5])[CH3:2].[O-]CC.[Na+].[Na]>C1C=CC=CC=1.C(O)C>[CH3:22][O:21][C:18]1[CH:19]=[CH:20][C:15]([N:8]2[CH2:7][CH:6]([C:4]([O:3][CH2:1][CH3:2])=[O:5])[C:10](=[O:11])[CH2:9]2)=[CH:16][CH:17]=1 |f:1.2,^1:26|. Procedure details: A solution of ethyl N-(b-ethoxycarbonylethyl)-N-(4-methoxyphenyl)glycinate (106.7 g, 0.345 mol) in dry benzene (400 mL) is added to a mixture of ethanolic sodium ethoxide in benzene (prepared by dissolving 13.1 g of sodium metal in 300 mL of ethanol and then the ethanolic sodium ethoxide solution is diluted with 500 mL of benzene) at room temperature over a period of 90 minutes. The mixture is heated at reflux for 30 minutes and then is cooled to room temperature. The solid is collected by filtr... Reactants: Cl.ClC=1C=C(C(=O)N2[C@@H](CNCC2)CC2=CC(=C(C=C2)C)C)C=C(C1)Cl ((2R)-1-(3,5-dichlorobenzoyl)-2-(3,4-dimethylbenzyl)piperazine hydrochloride), BrCCCO (3-bromo-1-propanol), C([O-])([O-])=O.[K+].[K+] (potassium carbonate), [I-].[K+] (potassium iodide). Run in C(C)#N (acetonitrile). Run at temperature 50 celsius, time 10 hour. Product: ClC=1C=C(C(=O)N2[C@@H](CN(CC2)CCCO)CC2=CC(=C(C=C2)C)C)C=C(C1)Cl ((2R)-1-(3,5-dichlorobenzoyl)-2-(3,4-dimethylbenzyl)-4-(3-hydroxypropyl)piperazine). Reaction SMILES: Cl.[Cl:2][C:3]1[CH:4]=[C:5]([CH:23]=[C:24]([Cl:26])[CH:25]=1)[C:6]([N:8]1[CH2:13][CH2:12][NH:11][CH2:10][C@H:9]1[CH2:14][C:15]1[CH:20]=[CH:19][C:18]([CH3:21])=[C:17]([CH3:22])[CH:16]=1)=[O:7].Br[CH2:28][CH2:29][CH2:30][OH:31].C(=O)([O-])[O-].[K+].[K+].[I-].[K+]>C(#N)C>[Cl:2][C:3]1[CH:4]=[C:5]([CH:23]=[C:24]([Cl:26])[CH:25]=1)[C:6]([N:8]1[CH2:13][CH2:12][N:11]([CH2:28][CH2:29][CH2:30][OH:31])[CH2:10][C@H:9]1[CH2:14][C:15]1[CH:20]=[CH:19][C:18]([CH3:21])=[C:17]([CH3:22])[CH:16]=1)=[O:7] |f:0.1,3.4.5,6.7|. Procedure: A mixture of (2R)-1-(3,5-dichlorobenzoyl)-2-(3,4-dimethylbenzyl)piperazine hydrochloride (300 mg), 3-bromo-1-propanol (121 mg), potassium carbonate (251 mg) and potassium iodide (24 mg) in dried acetonitrile (3 ml) was stirred at 50° C. for 10 hours. After being cooled to room temperature, the reaction mixture was filtered and the filtrate was concentrated under reduced pressure. The residue was purified by column chromatography on silica gel using ethyl acetate as eluent to give (2R)-1-(3,5-dic...